The task is: describe an organic reaction: reactants, conditions, products, and yield. This data is from the Open Reaction Database (ORD), a public repository of structured organic reaction records. Solvent: CN(C=O)C (N,N-dimethylformamide). Reported procedure: To 5.00 g of 2-bromo-1-(3,5-dichloropyridin-2-yl)-1-propanone in 20 ml of N,N-dimethylformamide, 3.27 g of potassium phthalimide was added, and the mixture was stirred at room temperature for 2 hours. After completion of the reaction, the reaction mixture was mixed with 50 ml of water and extracted with ethyl acetate (50 ml×2), and the resulting organic layers were combined, washed with water (30 ml×1) and dried over saturated aqueous sodium chloride and then anhydrous sodium sulfate, and the so... Reactants: BrC(C(=O)C1=NC=C(C=C1Cl)Cl)C (2-bromo-1-(3,5-dichloropyridin-2-yl)-1-propanone), C1(C=2C(C(N1)=O)=CC=CC2)=O.[K] (potassium phthalimide), O (water). Product: ClC=1C(=NC=C(C1)Cl)C(C(C)N1C(C=2C(C1=O)=CC=CC2)=O)=O (N-[2-(3,5-dichloropyridin-2-yl)-1-methyl-2-oxoethyl)phthalimide). Run at time 2 hour. RXN SMILES: Br[CH:2]([CH3:13])[C:3]([C:5]1[C:10]([Cl:11])=[CH:9][C:8]([Cl:12])=[CH:7][N:6]=1)=[O:4].[C:14]1(=[O:24])[NH:18][C:17](=[O:19])[C:16]2=[CH:20][CH:21]=[CH:22][CH:23]=[C:15]12.[K].O>CN(C)C=O>[Cl:11][C:10]1[C:5]([C:3](=[O:4])[CH:2]([N:18]2[C:17](=[O:19])[C:16]3=[CH:20][CH:21]=[CH:22][CH:23]=[C:15]3[C:14]2=[O:24])[CH3:13])=[N:6][CH:7]=[C:8]([Cl:12])[CH:9]=1 |f:1.2,^1:24|. Isolated yield 32.9%. Starting materials: [Al+3].[Cl-].[Cl-].[Cl-] (AlCl3), N (ammonia), ClC1=CC=C(C=C1)CC(=O)Cl (4-chlorophenylacetyl chloride), FC=1C=C(C=CC1)O (3-fluorophenol). Solvent: ClCCCl (1,2-dichloroethane), C(Cl)Cl (CH2Cl2). Run at temperature 0 celsius, time 20 minute. Yields the product ClC1=CC=C(C=C1)CC(=O)C1=C(C=C(C=C1)F)O (2-(4-Chlorophenyl)-1-(4-fluoro-2-hydroxy-phenyl)-ethanone). RXN SMILES: [Cl:1][C:2]1[CH:7]=[CH:6][C:5]([CH2:8][C:9](Cl)=[O:10])=[CH:4][CH:3]=1.[Al+3].[Cl-].[Cl-].[Cl-].[F:16][C:17]1[CH:18]=[C:19]([OH:23])[CH:20]=[CH:21][CH:22]=1.N>ClCCCl.C(Cl)Cl>[Cl:1][C:2]1[CH:7]=[CH:6][C:5]([CH2:8][C:9]([C:20]2[CH:21]=[CH:22][C:17]([F:16])=[CH:18][C:19]=2[OH:23])=[O:10])=[CH:4][CH:3]=1 |f:1.2.3.4|. Procedure: To a solution of 4-chlorophenylacetyl chloride (27.6 g, 0.15 mol) in 1,2-dichloroethane (200 ml), cooled to 0° C. in an ice bath, under nitrogen is added slowly AlCl3 (21.8 g, 0.16 mol). The reaction mixture is stirred at 0° C. for 20 min. 3-fluorophenol (12.2 g, 0.11 mol) is added, and the reaction mixture is allowed to warm to room temperature, then heated at 90° C. for 16 h. The reaction mixture is cooled to room temperature, then poured cautiously into aqueous ammonia solution (500 ml) with ...